Dataset: the Open Reaction Database (ORD), a public repository of structured organic reaction records. Task: describe an organic reaction: reactants, conditions, products, and yield The reactants are C(C1=CC=CC=C1)OC1=C(N(C=CC1=O)CCO)C(O)C1=CC(=C(C=C1)OCC1=CC=CC=C1)OC (3-benzyloxy-2-[(4-benzyloxy-3-methoxy-phenyl)-hydroxy-methyl]-1-(2-hydroxy-ethyl)-1H-pyridin-4-one). The reagents and catalysts are [Pd] (palladium on carbon). The solvent is CO (methanol). The product is OC1=C(N(C=CC1=O)CCO)C(C1=CC(=C(C=C1)O)OC)O (3-hydroxy-1-(2-hydroxy-ethyl)-2-[hydroxy-(4-hydroxy-3-methoxy-phenyl)-methyl]-1H-pyridin-4-one). Reaction SMILES: C([O:8][C:9]1[C:14](=[O:15])[CH:13]=[CH:12][N:11]([CH2:16][CH2:17][OH:18])[C:10]=1[CH:19]([C:21]1[CH:26]=[CH:25][C:24]([O:27]CC2C=CC=CC=2)=[C:23]([O:35][CH3:36])[CH:22]=1)[OH:20])C1C=CC=CC=1>CO.[Pd]>[OH:8][C:9]1[C:14](=[O:15])[CH:13]=[CH:12][N:11]([CH2:16][CH2:17][OH:18])[C:10]=1[CH:19]([OH:20])[C:21]1[CH:26]=[CH:25][C:24]([OH:27])=[C:23]([O:35][CH3:36])[CH:22]=1. Reported procedure: Under normal pressure and at room temperature, 1.1 g of 3-benzyloxy-2-[(4-benzyloxy-3-methoxy-phenyl)-hydroxy-methyl]-1-(2-hydroxy-ethyl)-1H-pyridin-4-one are hydrogenated in 50 ml of methanol over 0.2 g of palladium on carbon (5%) until 2 mol of H2 per mol of starting material have been taken up. Removal of the catalyst and recrystallisation from ethanol yield 3-hydroxy-1-(2-hydroxy-ethyl)-2-[hydroxy-(4-hydroxy-3-methoxy-phenyl)-methyl]-1H-pyridin-4-one. M.p.: 179°-190° C. Starting materials: crude product, S(=O)(=O)(OC)OC (dimethyl sulfate), O.O.C1(=CC=C(C=C1)S(=O)(=O)O)C (p-toluenesulfonic acid dihydrate), N1=CC=CC=C1 (pyridine), C1(=CC=C(C=C1)S(=O)(=O)[O-])C.[NH+]1=CC=CC=C1 (pyridinium p-toluenesulfonate salt). Run in C1CCCCC1 (cyclohexane), C(Cl)Cl (methylene chloride). The product is C1(=CC=C(C=C1)S(=O)(=O)OC)C (methyl p-toluenesulfonate). RXN SMILES: O.O.[C:3]1([CH3:13])[CH:8]=[CH:7][C:6]([S:9]([OH:12])(=[O:11])=[O:10])=[CH:5][CH:4]=1.N1C=CC=C[CH:15]=1.C1(C)C=CC(S([O-])(=O)=O)=CC=1.[NH+]1C=CC=CC=1.S(OC)(OC)(=O)=O>C(Cl)Cl.C1CCCCC1>[C:3]1([CH3:13])[CH:4]=[CH:5][C:6]([S:9]([O:12][CH3:15])(=[O:10])=[O:11])=[CH:7][CH:8]=1 |f:0.1.2,4.5|. Procedure: To a suspension of p-toluenesulfonic acid dihydrate (10 g, 0.05 mol) in methylene chloride (50 mL), pyridine (5.1 g, 0.06 mol) was added dropwise, and the mixture was reacted at room temperature for 1 hour. After completion of the reaction, the solvent was evaporated to dryness under reduced pressure to obtain a crude product containing pyridinium p-toluenesulfonate salt. To a suspension of this crude product (5 g, 0.020 mol) in cyclohexane (50 mL), dimethyl sulfate (5.0 g, 0.040 mol) was added,... Reactants: O=C1CN(CCN2CCOCC2)Cc2cc(Br)cnc2N1, C=CC(=O)OC(C)(C)C, CCC#N, CCOCC, CC(=O)[O-], CC(=O)[O-], CN(C)C=O, [Pd+2]. Yields the product CC(C)(C)OC(=O)C=Cc1cnc2c(c1)CN(CCN1CCOCC1)CC(=O)N2. RXN SMILES: [Br:1][c:2]1[cH:3][c:4]2[c:5]([n:20][cH:21]1)[NH:6][C:7](=[O:19])[CH2:8][N:9]([CH2:11][CH2:12][N:13]1[CH2:14][CH2:15][O:16][CH2:17][CH2:18]1)[CH2:10]2.[C:22]([CH:23]=[CH2:24])(=[O:25])[O:26][C:27]([CH3:28])([CH3:29])[CH3:30].[C:31](#[N:32])[CH2:33][CH3:34].[CH3:40][CH2:41][O:42][CH2:43][CH3:44].[O-:46][C:47]([CH3:48])=[O:49].[O-:50][C:51]([CH3:52])=[O:53].[O:35]=[CH:36][N:37]([CH3:38])[CH3:39].[Pd+2:45]>>[c:2]1([CH:24]=[CH:23][C:22](=[O:25])[O:26][C:27]([CH3:28])([CH3:29])[CH3:30])[cH:3][c:4]2[c:5]([n:20][cH:21]1)[NH:6][C:7](=[O:19])[CH2:8][N:9]([CH2:11][CH2:12][N:13]1[CH2:14][CH2:15][O:16][CH2:17][CH2:18]1)[CH2:10]2. Starting materials: COc1cc(C=O)ccc1OCc1ccccc1, C[O-], CO, COC(=O)CN=[N+]=[N-], [Na+], [Na], O. Yields the product COC(=O)C(=Cc1ccc(OCc2ccccc2)c(OC)c1)N=[N+]=[N-]. Reaction SMILES: [CH2:1]([c:2]1[cH:3][cH:4][cH:5][cH:6][cH:7]1)[O:8][c:9]1[c:10]([O:17][CH3:18])[cH:11][c:12]([CH:13]=[O:14])[cH:15][cH:16]1.[CH3:27][O-:28].[CH3:31][OH:32].[N:19](=[N+:20]=[N-:21])[CH2:22][C:23](=[O:24])[O:25][CH3:26].[Na+:29].[Na:30].[OH2:33]>>[CH2:1]([c:2]1[cH:3][cH:4][cH:5][cH:6][cH:7]1)[O:8][c:9]1[c:10]([O:17][CH3:18])[cH:11][c:12]([CH:13]=[C:22]([N:19]=[N+:20]=[N-:21])[C:23](=[O:24])[O:25][CH3:26])[cH:15][cH:16]1.